This data is from the Open Reaction Database (ORD), a public repository of structured organic reaction records. The task is: describe an organic reaction: reactants, conditions, products, and yield The reactants are CSc1ccc2c(c1)C(=O)C1(CC1)O2, O=C(OO)c1cccc(Cl)c1, ClCCl, O. Product: CS(=O)(=O)c1ccc2c(c1)C(=O)C1(CC1)O2. RXN SMILES: [CH3:1][S:2][c:3]1[cH:4][c:5]2[c:6]([cH:13][cH:14]1)[O:7][C:8]1([C:9]2=[O:10])[CH2:11][CH2:12]1.[Cl:15][c:16]1[cH:17][cH:18][cH:19][c:20]([C:21]([O:22][OH:24])=[O:23])[cH:25]1.[Cl:27][CH2:28][Cl:29].[OH2:26]>>[CH3:1][S:2]([c:3]1[cH:4][c:5]2[c:6]([cH:13][cH:14]1)[O:7][C:8]1([C:9]2=[O:10])[CH2:11][CH2:12]1)(=[O:23])=[O:26].